From a dataset of the Open Reaction Database (ORD), a public repository of structured organic reaction records. describe an organic reaction: reactants, conditions, products, and yield Reactants: CSC (dimethylsulfide), CS(=O)(=O)OC (methyl methanesulfonate). Run at time 3 day. The product is CS(=O)(=O)[O-].C[S+](C)C (S,S,S-trimethylsulfonium methanesulfonate). Reaction SMILES: [CH3:1][S:2][CH3:3].[CH3:4][S:5]([O:8]C)(=[O:7])=[O:6]>>[CH3:4][S:5]([O-:8])(=[O:7])=[O:6].[CH3:1][S+:2]([CH3:4])[CH3:3] |f:2.3|. Procedure details: A mixture of 1.24 g of dimethylsulfide and 2.20 g of methyl methanesulfonate was allowed to stand for three days at room temperature. The crystals which deposited were collected by filtration, washed with diethyl ether and dried. By this procedure crystals of S,S,S-trimethylsulfonium methanesulfonate were obtained. When this product was recrystallized, it had a melting point of 193.0° to 195.0°C. Starting materials: CCO, [H][H], CCOC(=O)c1ccc([N+](=O)[O-])c(Cn2cccc2C=O)c1. Product: CCOC(=O)c1ccc2c(c1)Cn1cccc1CN2. Reaction SMILES: [CH3:25][CH2:26][OH:27].[H:23][H:24].[N+:1]([O-:3])([c:4]1[c:5]([CH2:6][n:7]2[c:8]([CH:12]=[O:2])[cH:9][cH:10][cH:11]2)[cH:14][c:15]([C:18](=[O:19])[O:20][CH2:21][CH3:22])[cH:16][cH:17]1)=[O:13]>>[NH:1]1[c:4]2[c:5]([cH:14][c:15]([C:18](=[O:19])[O:20][CH2:21][CH3:22])[cH:16][cH:17]2)[CH2:6][n:7]2[c:8]([cH:9][cH:10][cH:11]2)[CH2:12]1. Starting materials: ClC1=NC(=NC=C1OCC1CC1)CS(=O)(=O)C (4-chloro-5-(cyclopropylmethoxy)-2-(methylsulfonylmethyl)pyrimidine), CN1C(C2=CC=C(C=C2C(=C1)B1OC(C(O1)(C)C)(C)C)C=1C=NN(C1)C)=O (2-methyl-6-(1-methylpyrazol-4-yl)-4-(4,4,5,5-tetramethyl-1,3,2-dioxaborolan-2-yl)isoquinolin-1-one). Yields the product C1(CC1)COC=1C(=NC(=NC1)CS(=O)(=O)C)C1=CN(C(C2=CC=C(C=C12)C=1C=NN(C1)C)=O)C (4-[5-(cyclopropylmethoxy)-2-(methylsulfonylmethyl)pyrimidin-4-yl]-2-methyl-6-(1-methylpyrazol-4-yl)isoquinolin-1-one). As a reaction SMILES: Cl[C:2]1[C:7]([O:8][CH2:9][CH:10]2[CH2:12][CH2:11]2)=[CH:6][N:5]=[C:4]([CH2:13][S:14]([CH3:17])(=[O:16])=[O:15])[N:3]=1.[CH3:18][N:19]1[CH:28]=[C:27](B2OC(C)(C)C(C)(C)O2)[C:26]2[C:21](=[CH:22][CH:23]=[C:24]([C:38]3[CH:39]=[N:40][N:41]([CH3:43])[CH:42]=3)[CH:25]=2)[C:20]1=[O:44]>>[CH:10]1([CH2:9][O:8][C:7]2[C:2]([C:27]3[C:26]4[C:21](=[CH:22][CH:23]=[C:24]([C:38]5[CH:39]=[N:40][N:41]([CH3:43])[CH:42]=5)[CH:25]=4)[C:20](=[O:44])[N:19]([CH3:18])[CH:28]=3)=[N:3][C:4]([CH2:13][S:14]([CH3:17])(=[O:16])=[O:15])=[N:5][CH:6]=2)[CH2:12][CH2:11]1. Procedure details: The title compound of Example 143, step 2 was reacted with the title compound of Example 46, step 2 in a manner similar to Example 143, step 3 to give the title compound. 1H NMR (DMSO-d6, 400 MHz) δ 8.26 (d, J=8.4 Hz, 1H), 8.23 (s, 1H), 7.91 (s, 1H), 7.5 (d, J=8.4 Hz, 1H), 7.70 (s, 1H), 7.66 (s, 1H), 7.52 (s, 1H), 3.87 (s, 3H), 3.85-3.80 (m, 4H), 3.57 (s, 3H), 3.28 (s, 3H), 0.88-0.87 (m, 1H), 0.30-0.25 (m, 2H), 0.07-0.04 (m, 2H). LCMS: 480.2 (M+1)+